This data is from the Open Reaction Database (ORD), a public repository of structured organic reaction records. The task is: describe an organic reaction: reactants, conditions, products, and yield Starting materials: Cc1cccc(-c2csc(N3CCNCC3)n2)c1, CS(C)=O, CCN(C(C)C)C(C)C, O, O=C(Nc1cccnc1)OCC(Cl)(Cl)Cl. As a reaction SMILES: [CH3:16][c:17]1[cH:18][c:19](-[c:23]2[n:24][c:25]([N:28]3[CH2:29][CH2:30][NH:31][CH2:32][CH2:33]3)[s:26][cH:27]2)[cH:20][cH:21][cH:22]1.[CH3:44][S:45](=[O:46])[CH3:47].[CH:34]([N:35]([CH:36]([CH3:37])[CH3:38])[CH2:39][CH3:40])([CH3:41])[CH3:42].[OH2:43].[n:1]1[cH:2][c:3]([NH:7][C:8]([O:9][CH2:10][C:11]([Cl:12])([Cl:13])[Cl:14])=[O:15])[cH:4][cH:5][cH:6]1>>[n:1]1[cH:2][c:3]([NH:7][C:8](=[O:15])[N:31]2[CH2:30][CH2:29][N:28]([c:25]3[n:24][c:23](-[c:19]4[cH:18][c:17]([CH3:16])[cH:22][cH:21][cH:20]4)[cH:27][s:26]3)[CH2:33][CH2:32]2)[cH:4][cH:5][cH:6]1. Yields the product Cc1cccc(-c2csc(N3CCN(C(=O)Nc4cccnc4)CC3)n2)c1. Starting materials: ClC=1C(=C2C=CC=[N+](C2=CC1)[O-])[N+](=O)[O-] (6-Chloro-5-nitroquinoline 1-oxide), P(=O)(Cl)(Cl)Cl (phosphorus oxychloride), [Cl-].[NH4+] (ammonium chloride). Reagents/catalysts: [Fe] (iron). The solvent is C(C)O.O (ethanol water). Run at time 12 hour. Product: ClC1=NC=2C=CC(=C(C2C=C1)N)Cl (2,6-Dichloroquinolin-5-amine). As a reaction SMILES: [Cl:1][C:2]1[C:3]([N+:13]([O-])=O)=[C:4]2[C:9](=[CH:10][CH:11]=1)[N+:8]([O-])=[CH:7][CH:6]=[CH:5]2.P(Cl)(Cl)([Cl:18])=O.[Cl-].[NH4+]>C(O)C.O.[Fe]>[Cl:18][C:7]1[CH:6]=[CH:5][C:4]2[C:3]([NH2:13])=[C:2]([Cl:1])[CH:11]=[CH:10][C:9]=2[N:8]=1 |f:2.3,4.5|. Procedure: 6-Chloro-5-nitroquinoline 1-oxide (4 g) was added to phosphorus oxychloride (15 mL) at 0° C. The solution was allowed to warm to room temperature and stirred for 12 hours. The excess phosphorus oxychloride was evaporated in vacuo and the residue dissolved in water (100 mL)/dichloromethane (100 mL). The layers were separated and the aqueous layer extracted with dichloromethane (2×50 mL). The combined extracts were dried over anhydrous magnesium sulfate, filtered and concentrated to give an oil. T... Starting materials: OC1=CC=C(C=C1)[C@H]1C(N(C2=CC=3C[C@H](N(CC3C=C2O1)[C@H](CC)C1=CC=CC=C1)C(=O)O)C)=O ((3S,7S)-3-(4-Hydroxy-phenyl)-1-methyl-2-oxo-6-((R)-1-phenyl-propyl)-2,3,5,6,7,8-hexahydro-1H-4-oxa-1,6-diaza-anthracene-7-carboxylic acid), Cl.COC([C@H](CC1=CC=C(C=C1)C1=CC=C(C=C1)C#N)N)=O ((S)-2-amino-3-(4′-cyano-biphenyl-4-yl)-propionic acid methyl ester hydrochloride). The product is COC([C@H](CC1=CC=C(C=C1)C1=CC=C(C=C1)C#N)NC(=O)[C@H]1N(CC=2C=C3O[C@H](C(N(C3=CC2C1)C)=O)C1=CC=C(C=C1)O)[C@H](CC)C1=CC=CC=C1)=O ((S)-3-(4′-Cyano-biphenyl-4-yl)-2-{[(3S,7S)-3-(4-hydroxy-phenyl)-1-methyl-2-oxo-6-((R)-1-phenyl-propyl)-2,3,5,6,7,8-hexahydro-1H-4-oxa-1,6-diaza-anthracene-7-carbonyl]-amino}-propionic acid methyl ester). Reaction SMILES: [OH:1][C:2]1[CH:7]=[CH:6][C:5]([C@@H:8]2[O:21][C:20]3[C:11](=[CH:12][C:13]4[CH2:14][C@@H:15]([C:31](O)=[O:32])[N:16]([C@@H:22]([C:25]5[CH:30]=[CH:29][CH:28]=[CH:27][CH:26]=5)[CH2:23][CH3:24])[CH2:17][C:18]=4[CH:19]=3)[N:10]([CH3:34])[C:9]2=[O:35])=[CH:4][CH:3]=1.Cl.[CH3:37][O:38][C:39](=[O:57])[C@@H:40]([NH2:56])[CH2:41][C:42]1[CH:47]=[CH:46][C:45]([C:48]2[CH:53]=[CH:52][C:51]([C:54]#[N:55])=[CH:50][CH:49]=2)=[CH:44][CH:43]=1>>[CH3:37][O:38][C:39](=[O:57])[C@@H:40]([NH:56][C:31]([C@@H:15]1[CH2:14][C:13]2[CH:12]=[C:11]3[C:20]([O:21][C@@H:8]([C:5]4[CH:6]=[CH:7][C:2]([OH:1])=[CH:3][CH:4]=4)[C:9](=[O:35])[N:10]3[CH3:34])=[CH:19][C:18]=2[CH2:17][N:16]1[C@@H:22]([C:25]1[CH:30]=[CH:29][CH:28]=[CH:27][CH:26]=1)[CH2:23][CH3:24])=[O:32])[CH2:41][C:42]1[CH:47]=[CH:46][C:45]([C:48]2[CH:53]=[CH:52][C:51]([C:54]#[N:55])=[CH:50][CH:49]=2)=[CH:44][CH:43]=1 |f:1.2|. Procedure: (S)-3-(4′-Cyano-biphenyl-4-yl)-2-{[(3S,7S)-3-(4-hydroxy-phenyl)-1-methyl-2-oxo-6-((R)-1-phenyl-propyl)-2,3,5,6,7,8-hexahydro-1H-4-oxa-1,6-diaza-anthracene-7-carbonyl]-amino}-propionic acid methyl ester (130 mg) was prepared from (3S,7S)-3-(4-Hydroxy-phenyl)-1-methyl-2-oxo-6-((R)-1-phenyl-propyl)-2,3,5,6,7,8-hexahydro-1H-4-oxa-1,6-diaza-anthracene-7-carboxylic acid (153 mg) and (S)-2-amino-3-(4′-cyano-biphenyl-4-yl)-propionic acid methyl ester hydrochloride following general procedure A. LC-MS (m... Reactants: CC(C)=CC(=O)Nc1ccc(C(C)C)cc1, ClCCl. The product is CC(C)c1ccc2c(c1)C(C)(C)CC(=O)N2. As a reaction SMILES: [CH:1]([CH3:2])([CH3:3])[c:4]1[cH:5][cH:6][c:7]([NH:10][C:11]([CH:12]=[C:13]([CH3:14])[CH3:15])=[O:16])[cH:8][cH:9]1.[Cl:17][CH2:18][Cl:19]>>[CH:1]([CH3:2])([CH3:3])[c:4]1[cH:5][c:6]2[c:7]([cH:8][cH:9]1)[NH:10][C:11](=[O:16])[CH2:12][C:13]2([CH3:14])[CH3:15].